From a dataset of the Open Reaction Database (ORD), a public repository of structured organic reaction records. describe an organic reaction: reactants, conditions, products, and yield Starting materials: COC=1C=C2C(=NNC2=CC1)C(=O)NCC1CCN(CC1)CC=1SC=C(N1)C(=O)O (2-{[4-({[(5-Methoxy-1H-indazol-3-yl)carbonyl]amino}methyl)piperidin-1-yl]methyl}-1,3-thiazole-4-carboxylic acid), BrC=1C=C2C(=NNC2=CC1)C(=O)NCC1CCN(CC1)CC1=CC=C(O1)C(=O)OCC (Ethyl 5-{[4-({[(5-bromo-1H-indazol-3-yl)carbonyl]amino}methyl) piperidin-1-yl]methyl}furan-2-carboxylate). The solvent is CCO (EtOH). Product: BrC=1C=C2C(=NNC2=CC1)C(=O)NCC1CCN(CC1)CC1=CC=C(O1)C(=O)O (5-{[4-({[(5-Bromo-1H-indazol-3-yl)carbonyl]amino}methyl)piperidin-1-yl]methyl}furan-2-carboxylic acid). RXN SMILES: COC1C=C2C(=CC=1)NN=C2C(NCC1CCN(CC2SC=C(C(O)=O)N=2)CC1)=O.[Br:31][C:32]1[CH:33]=[C:34]2[C:38](=[CH:39][CH:40]=1)[NH:37][N:36]=[C:35]2[C:41]([NH:43][CH2:44][CH:45]1[CH2:50][CH2:49][N:48]([CH2:51][C:52]2[O:56][C:55]([C:57]([O:59]CC)=[O:58])=[CH:54][CH:53]=2)[CH2:47][CH2:46]1)=[O:42]>CCO>[Br:31][C:32]1[CH:33]=[C:34]2[C:38](=[CH:39][CH:40]=1)[NH:37][N:36]=[C:35]2[C:41]([NH:43][CH2:44][CH:45]1[CH2:50][CH2:49][N:48]([CH2:51][C:52]2[O:56][C:55]([C:57]([OH:59])=[O:58])=[CH:54][CH:53]=2)[CH2:47][CH2:46]1)=[O:42]. Reported procedure: 5-{[4-({[(5-Bromo-1H-indazol-3-yl)carbonyl]amino}methyl)piperidin-1-yl]methyl}furan-2-carboxylic acid 22 was prepared, according to the procedure described for compound 8, starting from compound 15 and using EtOH as solvent. Yield: 264 mg, 98%. The reactants are 2-L, CC1=NC=CC(=C1)C1=NC=C(C=C1C)C=NO (2′,3-dimethyl-[2,4′-bipyridine]-5-carbaldehyde oxime), Cl (HCl). Reagents/catalysts: [Pd] (Pd/C). Solvent: C(C)O (ethanol). Reaction conditions: time 18 hour. Yields the product Cl.CC1=NC=CC(=C1)C1=NC=C(C=C1C)CN ((2′,3-dimethyl-[2,4′-bipyridin]-5-yl)methanamine hydrochloride). RXN SMILES: [CH3:1][C:2]1[CH:7]=[C:6]([C:8]2[C:13]([CH3:14])=[CH:12][C:11]([CH:15]=[N:16]O)=[CH:10][N:9]=2)[CH:5]=[CH:4][N:3]=1.[ClH:18]>[Pd].C(O)C>[ClH:18].[CH3:1][C:2]1[CH:7]=[C:6]([C:8]2[C:13]([CH3:14])=[CH:12][C:11]([CH2:15][NH2:16])=[CH:10][N:9]=2)[CH:5]=[CH:4][N:3]=1 |f:4.5|. Procedure details: To a 2-L Parr-Shaker Reactor was charged 2′,3-dimethyl-[2,4′-bipyridine]-5-carbaldehyde oxime (34f, 560 mmol), Pd/C (23 g, 112 mmol, 50 wt % wet), conc. HCl (94 mL), and ethanol (600 mL). The reaction mixture was shaked at rt under 40 psi H2 until H2 was consumed. After filtration through Celite, the filtrate was solvent-exchanged to ethanol by repeating the concentration and refilling with ethanol twice. The product was stirred in ethanol/iso-propyl acetate (800 mL, v 1/1) at rt for 18 h. The s... Reactants: O.C12N(CC(NC1)C2)C2=C(C=C1C(C(=CN(C1=C2)C2=C(C=C(C=C2)F)F)C(=O)O)=O)F (7-(2,5-diazabicyclo(2.2.1)hept-2-yl)-6-fluoro-1-(2,4-difluorophenyl)-1,4-di-hydro-4-oxoquinoline-3-carboxylic acid monohydrate), resultant suspension, C([O-])(O)=O.[Ca+2].C([O-])(O)=O (calcium bicarbonate), BrCC=1OC(OC1C)=O (4-bromomethyl-5-methyl-1,3-dioxolen-2-one), C(C)(=O)OCC (ethyl acetate). The solvent is O (water), CN(C)C=O (DMF). The product is FC1=C(C=CC(=C1)F)N1C=C(C(C2=CC(=C(C=C12)N1C2CN(C(C1)C2)CC=2OC(OC2C)=O)F)=O)C(=O)O (1-(2,4-difluorophenyl)-6-fluoro-1,4-dihydro7-(5((5-methyl-2-oxo-1,3-dioxolen-4-yl)methyl)-2,5diazabicyclo(2.2.1)-hept-2-yl)-4-oxoquinoline-3-carboxylic acid). Yield: 27.5%. RXN SMILES: O.[CH:2]12[CH2:8][CH:5]([NH:6][CH2:7]1)[CH2:4][N:3]2[C:9]1[CH:18]=[C:17]2[C:12]([C:13](=[O:30])[C:14]([C:27]([OH:29])=[O:28])=[CH:15][N:16]2[C:19]2[CH:24]=[CH:23][C:22]([F:25])=[CH:21][C:20]=2[F:26])=[CH:11][C:10]=1[F:31].C(=O)(O)[O-].[Ca+2].C(=O)(O)[O-].Br[CH2:42][C:43]1[O:44][C:45](=[O:49])[O:46][C:47]=1[CH3:48].C(OCC)(=O)C>CN(C=O)C.O>[F:26][C:20]1[CH:21]=[C:22]([F:25])[CH:23]=[CH:24][C:19]=1[N:16]1[C:17]2[C:12](=[CH:11][C:10]([F:31])=[C:9]([N:3]3[CH2:4][CH:5]4[CH2:8][CH:2]3[CH2:7][N:6]4[CH2:42][C:43]3[O:44][C:45](=[O:49])[O:46][C:47]=3[CH3:48])[CH:18]=2)[C:13](=[O:30])[C:14]([C:27]([OH:29])=[O:28])=[CH:15]1 |f:0.1,2.3.4|. Procedure details: To 188 mg (0.434 m Mol) of 7-(2,5-diazabicyclo(2.2.1)hept-2-yl)-6-fluoro-1-(2,4-difluorophenyl)-1,4-di-hydro-4-oxoquinoline-3-carboxylic acid monohydrate (Example 11) was suspended in 20 ml dry DMF was added 96 mg (0.95 m Mol) anhydrous calcium bicarbonate and 92 mg (0.48 m Mol) 4-bromomethyl-5-methyl-1,3-dioxolen-2-one. The resultant suspension was stirred at room temperature for 10 hrs. Then the suspension was treated with 150 ml of ethyl acetate and 50 ml of water. The organic phase was separ...